describe an organic reaction: reactants, conditions, products, and yield From a dataset of the Open Reaction Database (ORD), a public repository of structured organic reaction records. Starting materials: FC(F)(F)c1ccc(Br)cn1, O=C([O-])[O-], CN1CCCC1=O, [Cs+], [Cs+], Oc1cc2[nH]c(-c3cnccn3)nc2cc1Oc1ccccc1F. The product is Fc1ccccc1Oc1cc2nc(-c3cnccn3)[nH]c2cc1Oc1ccc(C(F)(F)F)nc1. As a reaction SMILES: [Br:1][c:2]1[cH:3][cH:4][c:5]([C:8]([F:9])([F:10])[F:11])[n:6][cH:7]1.[C:12](=[O:13])([O-:14])[O-:15].[CH3:42][N:43]1[CH2:44][CH2:45][CH2:46][C:47]1=[O:48].[Cs+:16].[Cs+:17].[F:18][c:19]1[c:20]([O:21][c:22]2[cH:23][c:24]3[c:25]([nH:26][c:27](-[c:29]4[n:30][cH:31][cH:32][n:33][cH:34]4)[n:28]3)[cH:35][c:36]2[OH:37])[cH:38][cH:39][cH:40][cH:41]1>>[c:2]1([O:37][c:36]2[c:22]([O:21][c:20]3[c:19]([F:18])[cH:41][cH:40][cH:39][cH:38]3)[cH:23][c:24]3[c:25]([nH:26][c:27](-[c:29]4[n:30][cH:31][cH:32][n:33][cH:34]4)[n:28]3)[cH:35]2)[cH:3][cH:4][c:5]([C:8]([F:9])([F:10])[F:11])[n:6][cH:7]1. Starting materials: Cl (HCl), N1C2=C(C(CCC1)=O)C=CC=C2 (1,2,3,4-tetrahydro-benzo[b]azepin-5-one), O.NN (hydrazine monohydrate), [OH-].[K+] (KOH). Run in C(COCCO)O (diethylene glycol). The product is N1C2=C(CCCC1)C=CC=C2 (2,3,4,5-Tetrahydro-1H-benzo[b]azepine). The yield is 47.8%. Reaction SMILES: [NH:1]1[CH2:7][CH2:6][CH2:5][C:4](=O)[C:3]2[CH:9]=[CH:10][CH:11]=[CH:12][C:2]1=2.O.NN.[OH-].[K+].Cl>C(O)COCCO>[NH:1]1[CH2:7][CH2:6][CH2:5][CH2:4][C:3]2[CH:9]=[CH:10][CH:11]=[CH:12][C:2]1=2 |f:1.2,3.4|. Procedure: A mixture of 1,2,3,4-tetrahydro-benzo[b]azepin-5-one (5) (1.58 g, 9.80 mmol), hydrazine monohydrate (1.92 mL, 40.0 mmol), and KOH (3.3 g, 58.8 mmol) in diethylene glycol (50 mL) was heated to reflux for 6 hr under a N2 atmosphere. After cooling, the reaction was poured onto ice-cold water, neutralized with 1N HCl, and extracted with EtOAc. All the organics were washed with water and saturated NaCl. Dried over MgSO4, filtered, and concentrated to yield compound 6 (0.69 g). This crude material was... The reactants are ClC1=C(C(=C(C=C1)N=C=NC1=C(C=CC=C1)Br)O[Si](C)(C)C(C)(C)C)S(=O)(=O)N(C)C (N-[4-chloro-2-tert-butyldimethylsilyloxy-3-(N″,N″-dimethylaminosulfonyl)phenyl]-N′-(2-bromophenyl)carbodiimide), N#CN (cyanamide), C(C)(C)N(C(C)C)CC (N,N-diisopropylethylamine), [F-].[Cs+] (Cesium fluoride). The solvent is C(C)#N (acetonitrile). Conditions: time 1 hour. Yields the product ClC1=C(C(=C(C=C1)N(C(=N)NC1=C(C=CC=C1)Br)C#N)O)S(=O)(=O)N(C)C (N-[4-Chloro-2-hydroxy-3-(N″,N″-dimethylaminosulfonyl)phenyl]-N′-(2-bromophenyl)cyanoguanidine). The yield is 30.2%. RXN SMILES: [Cl:1][C:2]1[CH:7]=[CH:6][C:5]([N:8]=[C:9]=[N:10][C:11]2[CH:16]=[CH:15][CH:14]=[CH:13][C:12]=2[Br:17])=[C:4]([O:18][Si](C(C)(C)C)(C)C)[C:3]=1[S:26]([N:29]([CH3:31])[CH3:30])(=[O:28])=[O:27].[N:32]#[C:33]N.C([N:38](CC)C(C)C)(C)C.[F-].[Cs+]>C(#N)C>[Cl:1][C:2]1[CH:7]=[CH:6][C:5]([N:8]([C:33]#[N:32])[C:9]([NH:10][C:11]2[CH:16]=[CH:15][CH:14]=[CH:13][C:12]=2[Br:17])=[NH:38])=[C:4]([OH:18])[C:3]=1[S:26]([N:29]([CH3:30])[CH3:31])(=[O:28])=[O:27] |f:3.4|. Reported procedure: To a solution of N-[4-chloro-2-tert-butyldimethylsilyloxy-3-(N″,N″-dimethylaminosulfonyl)phenyl]-N′-(2-bromophenyl)carbodiimide (266 mg, 0.49 mmol) in acetonitrile (5 mL) at room temperature, cyanamide (83 mg, 1.96 mmol) and N,N-diisopropylethylamine (76 mg, 0.59 mmol) was added. The reaction mixture was stirred at room temperature for 1 hour. The reaction mixture was concentrated under reduced pressure. The residue was diluted with a mixture of THF (3 mL) and methanol (1 mL). Cesium fluoride (9... Reactants: BrC=1C=2N(C(=NC1C1=CC=C(C=C1)Cl)C)C(N(N2)CC=2C=NC(=CC2)C(F)(F)F)=O (8-bromo-7-(4-chlorophenyl)-5-methyl-2-((6-(trifluoromethyl)pyridin-3-yl)methyl)-[1,2,4]triazolo[4,3-c]pyrimidin-3(2H)-one), N1=CC=C(C=C1)B(O)O (pyridine-4-boronic acid), [O-]P(=O)([O-])[O-].[K+].[K+].[K+] (K3PO4), C(Cl)Cl (CH2Cl2). The reagents and catalysts are C1=CC=C(C=C1)P([C-]2C=CC=C2)C3=CC=CC=C3.C1=CC=C(C=C1)P([C-]2C=CC=C2)C3=CC=CC=C3.Cl[Pd]Cl.[Fe+2] (Pd(dppf)Cl2). The solvent is C1CCOC1 (THF). Reaction conditions: temperature 100 celsius. Product: ClC1=CC=C(C=C1)C1=C(C=2N(C(=N1)C)C(N(N2)CC=2C=NC(=CC2)C(F)(F)F)=O)C2=CC=NC=C2 (7-(4-chlorophenyl)-5-methyl-8-(pyridin-4-yl)-2-((6-(trifluoromethyl)pyridin-3-yl)methyl)-[1,2,4]triazolo[4,3-c]pyrimidin-3(2H)-one). The yield is 45.5%. Reaction SMILES: Br[C:2]1[C:3]2[N:4]([C:16](=[O:30])[N:17]([CH2:19][C:20]3[CH:21]=[N:22][C:23]([C:26]([F:29])([F:28])[F:27])=[CH:24][CH:25]=3)[N:18]=2)[C:5]([CH3:15])=[N:6][C:7]=1[C:8]1[CH:13]=[CH:12][C:11]([Cl:14])=[CH:10][CH:9]=1.[N:31]1[CH:36]=[CH:35][C:34](B(O)O)=[CH:33][CH:32]=1.[O-]P([O-])([O-])=O.[K+].[K+].[K+].C(Cl)Cl>C1COCC1.C1C=CC(P(C2C=CC=CC=2)[C-]2C=CC=C2)=CC=1.C1C=CC(P(C2C=CC=CC=2)[C-]2C=CC=C2)=CC=1.Cl[Pd]Cl.[Fe+2]>[Cl:14][C:11]1[CH:12]=[CH:13][C:8]([C:7]2[N:6]=[C:5]([CH3:15])[N:4]3[C:16](=[O:30])[N:17]([CH2:19][C:20]4[CH:21]=[N:22][C:23]([C:26]([F:28])([F:29])[F:27])=[CH:24][CH:25]=4)[N:18]=[C:3]3[C:2]=2[C:34]2[CH:35]=[CH:36][N:31]=[CH:32][CH:33]=2)=[CH:9][CH:10]=1 |f:2.3.4.5,8.9.10.11|. Reported procedure: A suspension of 8-bromo-7-(4-chlorophenyl)-5-methyl-2-((6-(trifluoromethyl)pyridin-3-yl)methyl)-[1,2,4]triazolo[4,3-c]pyrimidin-3(2H)-one (50 mg, 0.10 mmol), pyridine-4-boronic acid (62 mg, 0.30 mmol), K3PO4 (64 mg, 0.30 mmol), and Pd(dppf)Cl2.CH2Cl2 (16 mg, 0.02 mmol) in THF (1 mL) at room temperature was degassed by bubbling with argon for 2 min. This was then stirred and heated at 100° C. in a sealed vessel for 6 h. Analysis by HPLC/MS indicated that the starting material had been consumed. A... The reactants are NC1=CC(=NC=C1[N+](=O)[O-])C(=O)O (4-amino-5-nitropicolinic acid), S(=O)(Cl)Cl (thionyl chloride), N1=CC=CC=C1 (pyridine), FC(C1=CC(=NC=C1)N)(F)F (4-trifluoromethyl-pyridin-2-amine). The solvent is ClCCl (dichloromethane), CO (methanol), ClCCl (dichloromethane), C1CCOC1 (THF). Reaction conditions: time 45 minute. Yields the product NC1=CC(=NC=C1[N+](=O)[O-])C(=O)NC1=NC=CC(=C1)C(F)(F)F (4-Amino-5-nitro-N-(4-trifluoromethyl-pyridin-2-yl)-picolinamide). Reaction SMILES: [NH2:1][C:2]1[C:7]([N+:8]([O-:10])=[O:9])=[CH:6][N:5]=[C:4]([C:11]([OH:13])=O)[CH:3]=1.S(Cl)(Cl)=O.N1C=CC=CC=1.[F:24][C:25]([F:34])([F:33])[C:26]1[CH:31]=[CH:30][N:29]=[C:28]([NH2:32])[CH:27]=1>ClCCl.CO.C1COCC1>[NH2:1][C:2]1[C:7]([N+:8]([O-:10])=[O:9])=[CH:6][N:5]=[C:4]([C:11]([NH:32][C:28]2[CH:27]=[C:26]([C:25]([F:33])([F:24])[F:34])[CH:31]=[CH:30][N:29]=2)=[O:13])[CH:3]=1. Procedure: A mixture of 4-amino-5-nitropicolinic acid (180 mg, 1.0 mmol) in 10 mL dichloromethane with 280 μL thionyl chloride was refluxed for 1 h, cooled to ambient temperature and concentrated to dryness i. vac. The residue was mixed with 10 mL THF and 10 mL dichloromethane and pyridine (100 μL, 1.3 mmol), and 4-trifluoromethyl-pyridin-2-amine (160 mg, 1.0 mmol) was added to the mixture. After stirring for 45 min the mixture was disturbed with methanol and concentrated i.vac. The residue was purified by... Reactants: C1(=CC=CC=C1)N1N=CC=C1B1OC(C(O1)(C)C)(C)C (1-phenyl-5-(4,4,5,5-tetramethyl-1,3,2-dioxaborolan-2-yl)-1H-pyrazole), ClC1=CN(C=CC1=O)C1=CC(=CC=C1)C(F)(F)F (3-Chloro-1-[3-(trifluoromethyl)phenyl]pyridin-4(1H)-one), C1(=CC=CC=C1)N1N=CC=C1B1OC(C(O1)(C)C)(C)C (1-phenyl-5-(4,4,5,5-tetramethyl-1,3,2-dioxaborolan-2-yl)-1H-pyrazole), C([O-])([O-])=O.[K+].[K+] (potassium carbonate), C([O-])([O-])=O.[K+].[K+] (potassium carbonate). The reagents and catalysts are CC(C)(C)P(C1=CC=C(C=C1)N(C)C)C(C)(C)C.CC(C)(C)P(C1=CC=C(C=C1)N(C)C)C(C)(C)C.Cl[Pd]Cl (bis(di-tert-butyl(4-dimethylaminophenyl)phosphine)dichloropalladium(II)). The solvent is C(O)([O-])=O.[Na+] (sodium hydrogen carbonate), O (water), C1(=CC=CC=C1)C (toluene). The product is C1(=CC=CC=C1)N1N=CC=C1C1=CN(C=CC1=O)C1=CC(=CC=C1)C(F)(F)F (3-(1-phenyl-1H-pyrazol-5-yl)-1-[3-(trifluoromethyl)phenyl]pyridin-4(1H)-one). Isolated yield 3.5%. RXN SMILES: Cl[C:2]1[C:7](=[O:8])[CH:6]=[CH:5][N:4]([C:9]2[CH:14]=[CH:13][CH:12]=[C:11]([C:15]([F:18])([F:17])[F:16])[CH:10]=2)[CH:3]=1.[C:19]1([N:25]2[C:29](B3OC(C)(C)C(C)(C)O3)=[CH:28][CH:27]=[N:26]2)[CH:24]=[CH:23][CH:22]=[CH:21][CH:20]=1.C(=O)([O-])[O-].[K+].[K+]>C1(C)C=CC=CC=1.O.C(=O)([O-])O.[Na+].CC(P(C(C)(C)C)C1C=CC(N(C)C)=CC=1)(C)C.CC(P(C(C)(C)C)C1C=CC(N(C)C)=CC=1)(C)C.Cl[Pd]Cl>[C:19]1([N:25]2[C:29]([C:2]3[C:7](=[O:8])[CH:6]=[CH:5][N:4]([C:9]4[CH:14]=[CH:13][CH:12]=[C:11]([C:15]([F:18])([F:17])[F:16])[CH:10]=4)[CH:3]=3)=[CH:28][CH:27]=[N:26]2)[CH:20]=[CH:21][CH:22]=[CH:23][CH:24]=1 |f:2.3.4,7.8,9.10.11|. Reported procedure: 3-Chloro-1-[3-(trifluoromethyl)phenyl]pyridin-4(1H)-one (0.0247 g), 1-phenyl-5-(4,4,5,5-tetramethyl-1,3,2-dioxaborolan-2-yl)-1H-pyrazole (0.0365 g), potassium carbonate (0.0249 g) and bis(di-tert-butyl(4-dimethylaminophenyl)phosphine)dichloropalladium(II) (0.0032 g) were suspended in toluene (1 mL) and water (0.1 mL), and the suspension was heated under reflux for 22 hr under an argon atmosphere. To the reaction mixture were added 1-phenyl-5-(4,4,5,5-tetramethyl-1,3,2-dioxaborolan-2-yl)-1H-pyraz...